The task is: describe an organic reaction: reactants, conditions, products, and yield. This data is from the Open Reaction Database (ORD), a public repository of structured organic reaction records. Product: COC(=O)C1C(O)C2OC(C)(C)OC2CN1S(=O)(=O)c1ccc(Oc2ccccc2)cc1. As a reaction SMILES: [CH3:1][O:2][C:3](=[O:4])[CH:5]1[N:6]([S:17](=[O:18])(=[O:19])[c:20]2[cH:21][cH:22][c:23]([O:26][c:27]3[cH:28][cH:29][cH:30][cH:31][cH:32]3)[cH:24][cH:25]2)[CH2:7][CH:8]([OH:16])[CH:9]2[CH:10]1[O:11][C:12]([CH3:14])([CH3:15])[O:13]2.[CH3:33][OH:34]>>[CH3:1][O:2][C:3](=[O:4])[CH:5]1[N:6]([S:17](=[O:18])(=[O:19])[c:20]2[cH:21][cH:22][c:23]([O:26][c:27]3[cH:28][cH:29][cH:30][cH:31][cH:32]3)[cH:24][cH:25]2)[CH2:7][CH:8]2[CH:9]([CH:10]1[OH:11])[O:13][C:12]([CH3:14])([CH3:15])[O:16]2. Reactants: COC(=O)C1C2OC(C)(C)OC2C(O)CN1S(=O)(=O)c1ccc(Oc2ccccc2)cc1, CO.